Dataset: the Open Reaction Database (ORD), a public repository of structured organic reaction records. Task: describe an organic reaction: reactants, conditions, products, and yield Reactants: N1CCCCC1 (piperidine), NC[C@H]1N(CCC1)CC ((S)-(−)-2-aminomethyl-1-ethylpyrrolidine), ( 3 ). Product: CNCCN1CCCCC1 (N-methyl-2-(piperidin-1-yl)ethanamine). As a reaction SMILES: [NH:1]1[CH2:6][CH2:5][CH2:4][CH2:3][CH2:2]1.N[CH2:8][C@@H:9]1CC[CH2:11][N:10]1CC>>[CH3:11][NH:10][CH2:9][CH2:8][N:1]1[CH2:6][CH2:5][CH2:4][CH2:3][CH2:2]1. Reported procedure: By using piperidine (983.5 mg) as a starting material, the title compound (120 mg) was obtained in the same manners as those of Reference Example 1, (1) and Reference Example 19, (3). Starting materials: CC(C)[C@@H]1NC(NC1)=O ((4S)-4-(propan-2-yl)imidazolidin-2-one), ClC1=NC=C(C=N1)C(F)(F)F (2-chloro-5-trifluoromethylpyrimidine), CC1(C2=C(C(=CC=C2)P(C3=CC=CC=C3)C4=CC=CC=C4)OC5=C(C=CC=C51)P(C6=CC=CC=C6)C7=CC=CC=C7)C (Xantphos), CC(C)([O-])C.[Na+] (sodium tert-butoxide). The reagents and catalysts are C=1C=CC(=CC1)/C=C/C(=O)/C=C/C2=CC=CC=C2.C=1C=CC(=CC1)/C=C/C(=O)/C=C/C2=CC=CC=C2.C=1C=CC(=CC1)/C=C/C(=O)/C=C/C2=CC=CC=C2.[Pd].[Pd] (Pd2(dba)3). The solvent is C1(=CC=CC=C1)C (toluene). Product: CC(C)[C@@H]1NC(N(C1)C1=NC=C(C=N1)C(F)(F)F)=O ((4S)-4-(Propan-2-yl)-1-[5-(trifluoromethyl)pyrimidin-2-yl]imidazolidin-2-one). Yield: 22.0%. As a reaction SMILES: [CH3:1][CH:2]([C@H:4]1[CH2:8][NH:7][C:6](=[O:9])[NH:5]1)[CH3:3].Cl[C:11]1[N:16]=[CH:15][C:14]([C:17]([F:20])([F:19])[F:18])=[CH:13][N:12]=1.CC1(C)C2C(=C(P(C3C=CC=CC=3)C3C=CC=CC=3)C=CC=2)OC2C(P(C3C=CC=CC=3)C3C=CC=CC=3)=CC=CC1=2.CC(C)([O-])C.[Na+]>C1(C)C=CC=CC=1.C1C=CC(/C=C/C(/C=C/C2C=CC=CC=2)=O)=CC=1.C1C=CC(/C=C/C(/C=C/C2C=CC=CC=2)=O)=CC=1.C1C=CC(/C=C/C(/C=C/C2C=CC=CC=2)=O)=CC=1.[Pd].[Pd]>[CH3:1][CH:2]([C@H:4]1[CH2:8][N:7]([C:11]2[N:16]=[CH:15][C:14]([C:17]([F:20])([F:19])[F:18])=[CH:13][N:12]=2)[C:6](=[O:9])[NH:5]1)[CH3:3] |f:3.4,6.7.8.9.10|. Procedure: A solution of (4S)-4-(propan-2-yl)imidazolidin-2-one (100 mg), 2-chloro-5-trifluoromethylpyrimidine (142 mg), Pd2(dba)3 (40 mg), Xantphos (45 mg) and sodium tert-butoxide (70 mg) in toluene (2 mL) was stirred at 100° C. for 1 hr. The reaction mixture was purified by column chromatography (NH silica gel cartridge and silica gel cartridge, hexane/ethyl acetate) to afford the title compound (47 mg). Starting materials: C1(=CC=C(C=C1)S(=O)(=O)CCOC(C1=CC(=C(C=C1)C)S(=O)(=O)N1C(=NC2=C1C=CC=C2)S(=O)CC2=NC=CC(=C2C)OCCCOC)=O)C (3-{2-[4-(3-methoxy-propoxy)-3-methyl-pyridin-2-yl-methanesulfinyl]-benzimidazole-1-sulfonyl}-4-methylbenzoic acid 2-(toluene-4-sulfonyl)ethyl ester), C1(=CC=C(C=C1)S(=O)(=O)CCOC(C1=CC(=C(C=C1)C)S(=O)(=O)N1C(=NC2=C1C=CC=C2)S(=O)CC2=NC=CC(=C2C)OCCCOC)=O)C (3-{2-[4-(3-methoxy-propoxy)-3-methyl-pyridin-2-yl-methanesulfinyl]-benzimidazole-1-sulfonyl}-4-methylbenzoic acid 2-(toluene-4-sulfonyl)ethyl ester), C(=O)(O)[O-].[Na+] (NaHCO3). Solvent: CC#N (CH3CN), O (H2O). Run at temperature 65 celsius, time 8 hour. The product is [Na+].COCCCOC1=C(C(=NC=C1)CS(=O)C1=NC2=C(N1S(=O)(=O)C=1C=C(C(=O)[O-])C=CC1C)C=CC=C2)C (3-{2-[4-(3-methoxy-propoxy)-3-methyl-pyridin-2-yl-methanesulfinyl]-benzimidazole-1-sulfonyl}-4-methylbenzoic acid sodium salt). The yield is 83.2%. Reaction SMILES: C1(C)C=CC(S(CC[O:12][C:13](=[O:49])[C:14]2[CH:19]=[CH:18][C:17]([CH3:20])=[C:16]([S:21]([N:24]3[C:28]4[CH:29]=[CH:30][CH:31]=[CH:32][C:27]=4[N:26]=[C:25]3[S:33]([CH2:35][C:36]3[C:41]([CH3:42])=[C:40]([O:43][CH2:44][CH2:45][CH2:46][O:47][CH3:48])[CH:39]=[CH:38][N:37]=3)=[O:34])(=[O:23])=[O:22])[CH:15]=2)(=O)=O)=CC=1.C([O-])(O)=O.[Na+:55]>CC#N.O>[Na+:55].[CH3:48][O:47][CH2:46][CH2:45][CH2:44][O:43][C:40]1[CH:39]=[CH:38][N:37]=[C:36]([CH2:35][S:33]([C:25]2[N:24]([S:21]([C:16]3[CH:15]=[C:14]([CH:19]=[CH:18][C:17]=3[CH3:20])[C:13]([O-:49])=[O:12])(=[O:23])=[O:22])[C:28]3[CH:29]=[CH:30][CH:31]=[CH:32][C:27]=3[N:26]=2)=[O:34])[C:41]=1[CH3:42] |f:1.2,5.6|. Reported procedure: To the solution of 3-{2-[4-(3-methoxy-propoxy)-3-methyl-pyridin-2-yl-methanesulfinyl]-benzimidazole-1-sulfonyl}-4-methylbenzoic acid 2-(toluene-4-sulfonyl)ethyl ester (Intermediate 53, 1.5 g, 1.97 mmol) in 15 mL of CH3CN was added a solution of NaHCO3 (200 mg, 2.36 mmol, 1.2 eq) in 7 mL of H2O at room temperature, and then the mixture was heated to 65° C. for 2 h. Thereafter most of the CH3CN was removed, the mixture was extracted with EtOAc, and the aqueous layer was lyophilized overnight. The ... The reactants are CS(C)=O, CCN(C(C)C)C(C)C, O=C(Nc1cn2nc(Cl)ccc2n1)OCC(Cl)(Cl)Cl, O, c1ccc(-c2nsc(N3CCNCC3)n2)cc1. The product is O=C(Nc1cn2nc(Cl)ccc2n1)N1CCN(c2nc(-c3ccccc3)ns2)CC1. Reaction SMILES: [CH3:47][S:48]([CH3:49])=[O:50].[CH:37]([N:38]([CH:39]([CH3:40])[CH3:41])[CH2:42][CH3:43])([CH3:44])[CH3:45].[Cl:1][c:2]1[cH:3][cH:4][c:5]2[n:6]([n:7]1)[cH:8][c:9]([NH:11][C:12]([O:13][CH2:14][C:15]([Cl:16])([Cl:17])[Cl:18])=[O:19])[n:10]2.[OH2:46].[c:20]1(-[c:26]2[n:27][s:28][c:29]([N:31]3[CH2:32][CH2:33][NH:34][CH2:35][CH2:36]3)[n:30]2)[cH:21][cH:22][cH:23][cH:24][cH:25]1>>[Cl:1][c:2]1[cH:3][cH:4][c:5]2[n:6]([n:7]1)[cH:8][c:9]([NH:11][C:12](=[O:19])[N:34]1[CH2:33][CH2:32][N:31]([c:29]3[s:28][n:27][c:26](-[c:20]4[cH:21][cH:22][cH:23][cH:24][cH:25]4)[n:30]3)[CH2:36][CH2:35]1)[n:10]2. The reactants are ClC1=NC2=CC=CC(=C2C(=N1)NCC1=NC=CC=C1)C1=CC=CC=C1 (2-chloro-5-phenyl-N-(pyridin-2-ylmethyl)quinazolin-4-amine), [C-]#N.C[N+](C)(C)C (tetramethylammonium cyanide), C1CCC2=NCCCN2CC1 (DBU). The solvent is CC#N (CH3CN). Conditions: temperature 80 celsius, time 12 hour. Product: C1(=CC=CC=C1)C1=C2C(=NC(=NC2=CC=C1)C#N)NCC1=NC=CC=C1 (5-phenyl-4-(pyridin-2-ylmethylamino)quinazoline-2-carbonitrile). The yield is 44.5%. Reaction SMILES: Cl[C:2]1[N:11]=[C:10]([NH:12][CH2:13][C:14]2[CH:19]=[CH:18][CH:17]=[CH:16][N:15]=2)[C:9]2[C:4](=[CH:5][CH:6]=[CH:7][C:8]=2[C:20]2[CH:25]=[CH:24][CH:23]=[CH:22][CH:21]=2)[N:3]=1.[C-]#N.[CH3:28][N+:29](C)(C)C.C1CCN2C(=NCCC2)CC1>CC#N>[C:20]1([C:8]2[CH:7]=[CH:6][CH:5]=[C:4]3[C:9]=2[C:10]([NH:12][CH2:13][C:14]2[CH:19]=[CH:18][CH:17]=[CH:16][N:15]=2)=[N:11][C:2]([C:28]#[N:29])=[N:3]3)[CH:25]=[CH:24][CH:23]=[CH:22][CH:21]=1 |f:1.2|. Procedure details: To a solution of 2-chloro-5-phenyl-N-(pyridin-2-ylmethyl)quinazolin-4-amine (5.0 g, 14 mmol) in CH3CN (50 mL) was added tetramethylammonium cyanide (4.5 g, 29 mmol) followed by DBU (4.39 g, 28.88 mmol). Upon completion of addition, the reaction mixture was heated to 80° C. where it stirred for 12 h. After this time, the reaction mixture was quenched with water and then extracted with ethyl acetate. The organic layer was washed successively with water and brine, and the combined organic layers we...